Dataset: the Open Reaction Database (ORD), a public repository of structured organic reaction records. Task: describe an organic reaction: reactants, conditions, products, and yield The reactants are CC(C)(C)OC(=O)C(CCC(=O)OCc1ccccc1)NC(=O)CCCCCCCCCBr, CC(C)(C)OC(=O)c1ccc(O)cc1, CC#N, [K+], [K+], N#N, O=C([O-])[O-]. Yields the product CC(C)(C)OC(=O)c1ccc(OCCCCCCCCCC(=O)NC(CCC(=O)OCc2ccccc2)C(=O)OC(C)(C)C)cc1. As a reaction SMILES: [C:15]([CH3:16])([CH3:17])([CH3:18])[O:19][C:20]([CH:21]([CH2:22][CH2:23][C:24](=[O:25])[O:26][CH2:27][c:28]1[cH:29][cH:30][cH:31][cH:32][cH:33]1)[NH:34][C:35]([CH2:36][CH2:37][CH2:38][CH2:39][CH2:40][CH2:41][CH2:42][CH2:43][CH2:44][Br:45])=[O:46])=[O:47].[C:1]([CH3:2])([CH3:3])([CH3:4])[O:5][C:6]([c:7]1[cH:8][cH:9][c:10]([OH:13])[cH:11][cH:12]1)=[O:14].[CH3:56][C:57]#[N:58].[K+:48].[K+:49].[N:54]#[N:55].[O-:50][C:51]([O-:52])=[O:53]>>[C:1]([CH3:2])([CH3:3])([CH3:4])[O:5][C:6]([c:7]1[cH:8][cH:9][c:10]([O:13][CH2:44][CH2:43][CH2:42][CH2:41][CH2:40][CH2:39][CH2:38][CH2:37][CH2:36][C:35]([NH:34][CH:21]([C:20]([O:19][C:15]([CH3:16])([CH3:17])[CH3:18])=[O:47])[CH2:22][CH2:23][C:24](=[O:25])[O:26][CH2:27][c:28]2[cH:29][cH:30][cH:31][cH:32][cH:33]2)=[O:46])[cH:11][cH:12]1)=[O:14]. Starting materials: [Br-], COc1c(C(=O)O)nn(-c2ccccc2Cl)c1-c1ccc(Cl)cc1, [Li]C, C=C[Mg+], Cl, C1CCOC1, O. Yields the product C=CC(=O)c1nn(-c2ccccc2Cl)c(-c2ccc(Cl)cc2)c1OC. As a reaction SMILES: [Br-:27].[C:1](=[O:2])([OH:3])[c:4]1[n:5][n:6](-[c:18]2[c:19]([Cl:24])[cH:20][cH:21][cH:22][cH:23]2)[c:7](-[c:11]2[cH:12][cH:13][c:14]([Cl:17])[cH:15][cH:16]2)[c:8]1[O:9][CH3:10].[CH3:25][Li:26].[CH:28](=[CH2:29])[Mg+:30].[ClH:31].[O:32]1[CH2:33][CH2:34][CH2:35][CH2:36]1.[OH2:37]>>[C:1](=[O:3])([c:4]1[n:5][n:6](-[c:18]2[c:19]([Cl:24])[cH:20][cH:21][cH:22][cH:23]2)[c:7](-[c:11]2[cH:12][cH:13][c:14]([Cl:17])[cH:15][cH:16]2)[c:8]1[O:9][CH3:10])[CH:28]=[CH2:29]. Starting materials: c1(ccccc1)CN, C1([C@@H]2C[C@H]1C[C@H]([C@@H]2C)B)(C)C.C1([C@@H]2C[C@H]1C[C@H]([C@@H]2C)B)(C)C.C(CN(C)C)N(C)C, C1CN(C[C@@H](C1=O)O)S(=O)(=O)C. The reagents and catalysts are c1ccc(cc1)-c2c3ccccc3cc4ccccc24 (9-Phenylanthracene), CC(C)[O-].CC(C)[O-].CC(C)[O-].CC(C)[O-].[Ti+4] (Ti(OiPr)4). Reaction conditions: temperature 25 celsius, time 18 hour. Product: CS(=O)(=O)N1CC[C@@H](N)[C@@H](O)C1. As a reaction SMILES: B[C@H]1[C@H](C)[C@H](C(C)(C)[C@@H]2C1)C2.B[C@H]3[C@H](C)[C@H](C(C)(C)[C@@H]4C3)C4.CN(CCN(C)C)C.[NH2:1]Cc1ccccc1.[CH3:2][S:3]([N:6]1[CH2:12][C@H:10]([OH:11])[C:9](=O)[CH2:8][CH2:7]1)(=[O:5])=[O:4]>>[CH3:2][S:3]([N:6]1[CH2:12][C@H:10]([OH:11])[C@H:9]([NH2:1])[CH2:8][CH2:7]1)(=[O:5])=[O:4]. Conditions: time 4 hour. As a reaction SMILES: C(OC([N:8]1[CH2:12][CH2:11][C@@H:10]([O:13]C(=O)C[Cl:16])[C@H:9]1[CH2:18][N:19]1[C:27]2[CH:26]=[CH:25][C:24]([C:28]#[N:29])=[CH:23][C:22]=2[C:21]2[CH2:30][C@H:31]([NH:33][C:34]([O:36][CH:37]([CH3:39])[CH3:38])=[O:35])[CH2:32][C:20]1=2)=O)(C)(C)C.[Li+].[OH-]>CO.C(OCC)(=O)C>[ClH:16].[CH:37]([O:36][C:34](=[O:35])[NH:33][C@@H:31]1[CH2:32][C:20]2[N:19]([CH2:18][C@@H:9]3[C@H:10]([OH:13])[CH2:11][CH2:12][NH:8]3)[C:27]3[CH:26]=[CH:25][C:24]([C:28]#[N:29])=[CH:23][C:22]=3[C:21]=2[CH2:30]1)([CH3:39])[CH3:38] |f:1.2,5.6|. Reported procedure: A solution of (2R,3R)-3-(2-chloro-acetoxy)-2-((S)-7-cyano-2-isopropoxycarbonylamino-2,3-dihydro-1H-cyclopenta[b]indol-4-ylmethyl)-pyrrolidine-1-carboxylic acid tert-butyl ester (500 mg, 894.4 μmol) in MeOH (2 mL) is treated with 2 N LiOH solution (2 mL) and the suspension is stirred for 4 h at room temperature. The suspension is diluted with ethyl acetate (60 mL) and washed with water and brine. The organic portion is dried over sodium sulfate, filtered, and concentrated. The residue (0.39 g) is... Run in C(C)(=O)OCC (ethyl acetate), CO (MeOH). Reactants: C(C)(C)(C)OC(=O)N1[C@@H]([C@@H](CC1)OC(CCl)=O)CN1C2=C(C=3C=C(C=CC13)C#N)C[C@@H](C2)NC(=O)OC(C)C ((2R,3R)-3-(2-chloro-acetoxy)-2-((S)-7-cyano-2-isopropoxycarbonylamino-2,3-dihydro-1H-cyclopenta[b]indol-4-ylmethyl)-pyrrolidine-1-carboxylic acid tert-butyl ester), [Li+].[OH-] (LiOH). Yields the product Cl.C(C)(C)OC(N[C@H]1CC2=C(N(C=3C=CC(=CC23)C#N)C[C@H]2NCC[C@H]2O)C1)=O ([(S)-7-Cyano-4-((2R,3R)-3-hydroxy-pyrrolidin-2-ylmethyl)-1,2,3,4-tetrahydro-cyclopenta[b]indol-2-yl]-carbamic acid isopropyl ester hydrochloride). Yield: 98.8%. Reactants: NCCOCC=1NC(=C(C(C1C(=O)OCC)C1=C(C=CC=C1)Cl)C(=O)OC)C (2-(2-aminoethoxy)methyl-4-(2-chlorophenyl)-3-ethoxycarbonyl-5-methoxycarbonyl-6-methyl-1,4-dihydropyridine), S(=O)(=O)(N)N (sulphamide). The solvent is O1CCOCC1 (dioxane). Product: ClC1=C(C=CC=C1)C1C(=C(NC(=C1C(=O)OC)C)COCCNS(=O)(=O)N)C(=O)OCC (2-{[4-(2-Chlorophenyl)-3-ethoxycarbonyl-5-methoxycarbonyl-6-methyl-1,4-dihydropyridin-2-yl]methoxy}ethylsulphamide). The yield is 76.6%. Reaction SMILES: [NH2:1][CH2:2][CH2:3][O:4][CH2:5][C:6]1[NH:7][C:8]([CH3:28])=[C:9]([C:24]([O:26][CH3:27])=[O:25])[CH:10]([C:17]2[CH:22]=[CH:21][CH:20]=[CH:19][C:18]=2[Cl:23])[C:11]=1[C:12]([O:14][CH2:15][CH3:16])=[O:13].[S:29](N)([NH2:32])(=[O:31])=[O:30]>O1CCOCC1>[Cl:23][C:18]1[CH:19]=[CH:20][CH:21]=[CH:22][C:17]=1[CH:10]1[C:9]([C:24]([O:26][CH3:27])=[O:25])=[C:8]([CH3:28])[NH:7][C:6]([CH2:5][O:4][CH2:3][CH2:2][NH:1][S:29]([NH2:32])(=[O:31])=[O:30])=[C:11]1[C:12]([O:14][CH2:15][CH3:16])=[O:13]. Reported procedure: A solution of 2-(2-aminoethoxy)methyl-4-(2-chlorophenyl)-3-ethoxycarbonyl-5-methoxycarbonyl-6-methyl-1,4-dihydropyridine (0.82 g) and sulphamide (0.96 g) in dioxane (30 ml) was heated under reflux for 70 minutes and then evaporated. The residue was partitioned between ethyl acetate and water and the organic layer dried (Na2SO4) and evaporated. The residue was triturated with diethyl ether and the resulting solid collected, washed with diethyl ether and dried to give the title compound (0.75 g), ... The reactants are ice water, COC1=CC=C(CN(S(=O)(=O)C=2C=CC3=C(OC(CN3)C)C2)C=2SC=CN2)C=C1 (N-(4-methoxybenzyl)-2-methyl-N-(thiazol-2-yl)-3,4-dihydro-2H-benzo[b][1,4]oxazine-7-sulfonamide), FC1=C(C#N)C=C(C=C1)C(F)(F)F (2-fluoro-5-(trifluoromethyl)benzonitrile), C(=O)([O-])[O-].[Cs+].[Cs+] (Cs2CO3). The solvent is CN(C)C=O (DMF). Conditions: temperature 90 celsius, time 2 hour. Yields the product C(#N)C1=C(C=CC(=C1)C(F)(F)F)N1C2=C(OC(C1)C)C=C(C=C2)S(=O)(=O)N(C=2SC=CN2)CC2=CC=C(C=C2)OC (4-(2-cyano-4-(trifluoromethyl)phenyl)-N-(4-methoxybenzyl)-2-methyl-N-(thiazol-2-yl)-3,4-dihydro-2H-benzo[b][1,4]oxazine-7-sulfonamide). Yield: 75.0%. As a reaction SMILES: [CH3:1][O:2][C:3]1[CH:29]=[CH:28][C:6]([CH2:7][N:8]([C:23]2[S:24][CH:25]=[CH:26][N:27]=2)[S:9]([C:12]2[CH:13]=[CH:14][C:15]3[NH:20][CH2:19][CH:18]([CH3:21])[O:17][C:16]=3[CH:22]=2)(=[O:11])=[O:10])=[CH:5][CH:4]=1.F[C:31]1[CH:38]=[CH:37][C:36]([C:39]([F:42])([F:41])[F:40])=[CH:35][C:32]=1[C:33]#[N:34].C([O-])([O-])=O.[Cs+].[Cs+]>CN(C=O)C>[C:33]([C:32]1[CH:35]=[C:36]([C:39]([F:40])([F:41])[F:42])[CH:37]=[CH:38][C:31]=1[N:20]1[CH2:19][CH:18]([CH3:21])[O:17][C:16]2[CH:22]=[C:12]([S:9]([N:8]([CH2:7][C:6]3[CH:5]=[CH:4][C:3]([O:2][CH3:1])=[CH:29][CH:28]=3)[C:23]3[S:24][CH:25]=[CH:26][N:27]=3)(=[O:11])=[O:10])[CH:13]=[CH:14][C:15]1=2)#[N:34] |f:2.3.4|. Reported procedure: To a solution of N-(4-methoxybenzyl)-2-methyl-N-(thiazol-2-yl)-3,4-dihydro-2H-benzo[b][1,4]oxazine-7-sulfonamide (INTERMEDIATE AE) (1.3 g, 3.02 mmol) and 2-fluoro-5-(trifluoromethyl)benzonitrile in DMF (20 ml) was added Cs2CO3 (1.8 g, 5.56 mmol) at 25° C. and the reaction mixture was stirred at 90° C. for 2 h. The reaction mixture was poured into ice water and the resulting mixture was extracted with EtOAc. The layers were separated and the organic layer was washed with water, dried over sodium ... Product: ClC(=O)C1N(CCC1)C(=O)OCC1C2=CC=CC=C2C=2C=CC=CC12 ((9H-fluoren-9-yl)methyl 2-(chlorocarbonyl)pyrrolidine-1-carboxylate). RXN SMILES: [CH:1]1[C:13]2[CH:12]([CH2:14][O:15][C:16]([N:18]3[CH2:22][CH2:21][CH2:20][CH:19]3[C:23]([OH:25])=O)=[O:17])[C:11]3[C:6](=[CH:7][CH:8]=[CH:9][CH:10]=3)[C:5]=2[CH:4]=[CH:3][CH:2]=1.C(Cl)(=O)C([Cl:29])=O>CN(C=O)C.C(Cl)Cl>[Cl:29][C:23]([CH:19]1[CH2:20][CH2:21][CH2:22][N:18]1[C:16]([O:15][CH2:14][CH:12]1[C:11]2[CH:10]=[CH:9][CH:8]=[CH:7][C:6]=2[C:5]2[C:13]1=[CH:1][CH:2]=[CH:3][CH:4]=2)=[O:17])=[O:25]. Reagents/catalysts: CN(C)C=O (DMF). Solvent: C(Cl)Cl (DCM). The reactants are C1=CC=CC=2C3=CC=CC=C3C(C12)COC(=O)N1C(CCC1)C(=O)O (1-(((9H-fluoren-9-yl)methoxy)carbonyl)pyrrolidine-2-carboxylic acid), C(C(=O)Cl)(=O)Cl (oxalyl dichloride). Reported procedure: To a solution of 1-(((9H-fluoren-9-yl)methoxy)carbonyl)pyrrolidine-2-carboxylic acid (1.2 mg, 3.6 mmol) and 2 drops DMF in DCM was added oxalyl dichloride (2 g, 15.9 mmol), resulting in bubbling of the solution. After the solution stopped bubbling, the reaction solution was concentrated to give the crude product, which was directly used for the next step. The reactants are BrC1=C(C=CC(=C1)F)C1N=C(NC(=C1C(=O)OCC)CBr)C=1SC=CN1 (Ethyl 4-(2-bromo-4-fluorophenyl)-6-(bromomethyl)-2-(thiazol-2-yl)-1,4-dihydropyrimidine-5-carboxylate), N1CC(OCC1)CCC(=O)N (3-(morpholin-2-yl)propanamide). Product: NC(CCC1OCCN(C1)CC1=C(C(N=C(N1)C=1SC=CN1)C1=C(C=C(C=C1)F)Br)C(=O)OCC)=O (Ethyl 6-((2-(3-amino-3-oxopropyl)morpholino)methyl)-4-(2-bromo-4-fluorophenyl)-2-(thiazol-2-yl)-1,4-dihydropyrimidine-5-carboxylate). Yield: 86.1%. Reaction SMILES: [Br:1][C:2]1[CH:7]=[C:6]([F:8])[CH:5]=[CH:4][C:3]=1[CH:9]1[C:14]([C:15]([O:17][CH2:18][CH3:19])=[O:16])=[C:13]([CH2:20]Br)[NH:12][C:11]([C:22]2[S:23][CH:24]=[CH:25][N:26]=2)=[N:10]1.[NH:27]1[CH2:32][CH2:31][O:30][CH:29]([CH2:33][CH2:34][C:35]([NH2:37])=[O:36])[CH2:28]1>>[NH2:37][C:35](=[O:36])[CH2:34][CH2:33][CH:29]1[CH2:28][N:27]([CH2:20][C:13]2[NH:12][C:11]([C:22]3[S:23][CH:24]=[CH:25][N:26]=3)=[N:10][CH:9]([C:3]3[CH:4]=[CH:5][C:6]([F:8])=[CH:7][C:2]=3[Br:1])[C:14]=2[C:15]([O:17][CH2:18][CH3:19])=[O:16])[CH2:32][CH2:31][O:30]1. Procedure: Ethyl 4-(2-bromo-4-fluorophenyl)-6-(bromomethyl)-2-(thiazol-2-yl)-1,4-dihydropyrimidine-5-carboxylate (1.51 g, 3 mmol) was reacted with 3-(morpholin-2-yl)propanamide (0.47 g, 3 mmol) according to the procedure as described in Example 25, Step B to give the title compound as a yellow solid (1.5 g, 86%). The compound was characterized by the following spectroscopic data: RXN SMILES: [F:23][c:24]1[cH:25][cH:26][c:27]([S:30](=[O:31])(=[O:32])[Cl:33])[cH:28][cH:29]1.[NH2:1][c:2]1[cH:3][cH:4][c:5]([CH:8]2[NH:9][c:10]3[cH:11][cH:12][c:13]([C:20](=[O:21])[OH:22])[cH:14][c:15]3[CH2:16][C:17]2([CH3:18])[CH3:19])[cH:6][cH:7]1.[cH:34]1[cH:35][cH:36][n:37][cH:38][cH:39]1>>[NH:1]([c:2]1[cH:3][cH:4][c:5]([CH:8]2[NH:9][c:10]3[cH:11][cH:12][c:13]([C:20](=[O:21])[OH:22])[cH:14][c:15]3[CH2:16][C:17]2([CH3:18])[CH3:19])[cH:6][cH:7]1)[S:30]([c:27]1[cH:26][cH:25][c:24]([F:23])[cH:29][cH:28]1)(=[O:31])=[O:32]. Starting materials: O=S(=O)(Cl)c1ccc(F)cc1, CC1(C)Cc2cc(C(=O)O)ccc2NC1c1ccc(N)cc1, c1ccncc1. Product: CC1(C)Cc2cc(C(=O)O)ccc2NC1c1ccc(NS(=O)(=O)c2ccc(F)cc2)cc1. Reactants: C(C(=O)O)(=O)O.C1(=CC=CC=C1)C(=C1CCN(CC1)CCCOC1=CC=CC=C1)C1=CC=CC=C1 (4-(Diphenylmethylene)-1-(3-phenoxypropyl)piperidine oxalate), FC1=CC=C(C=C1)C(O)(C1CCNCC1)C1=CC=C(C=C1)F (α,α-bis(4-fluorophenyl)-4-piperidinemethanol), 2.6, C(C)OC(NC1=CC=C(C=C1)OCCCCl)=O (N-[4-(3-chloropropoxy) phenyl]carbamic acid ethyl ester), C([O-])([O-])=O.[Na+].[Na+] (sodium carbonate), C(C(=O)O)(=O)O (oxalic acid). The reagents and catalysts are [I-].[K+] (potassium iodide). Solvent: C(C)(=O)OCC (ethyl acetate), CN(C=O)C (dimethylformamide). Yields the product O.C(C(=O)O)(=O)O.C(C)OC(NC1=CC=C(C=C1)OCCCN1CCC(CC1)C(O)(C1=CC=C(C=C1)F)C1=CC=C(C=C1)F)=O ([4-[3-[4-[Bis(4-fluorophenyl)hydroxymethyl]-1-piperidinyl]propoxy]phenyl]carbamic acid ethyl ester oxalate hydrate). Yield: 50.0%. RXN SMILES: C(O)(=O)C(O)=[O:3].C1(C(C2C=CC=CC=2)=C2CCN(CCCOC3C=CC=CC=3)CC2)C=CC=CC=1.[F:36][C:37]1[CH:42]=[CH:41][C:40]([C:43]([C:51]2[CH:56]=[CH:55][C:54]([F:57])=[CH:53][CH:52]=2)([CH:45]2[CH2:50][CH2:49][NH:48][CH2:47][CH2:46]2)[OH:44])=[CH:39][CH:38]=1.[CH2:58]([O:60][C:61](=[O:74])[NH:62][C:63]1[CH:68]=[CH:67][C:66]([O:69][CH2:70][CH2:71][CH2:72]Cl)=[CH:65][CH:64]=1)[CH3:59].C(=O)([O-])[O-].[Na+].[Na+].[C:81]([OH:86])(=[O:85])[C:82]([OH:84])=[O:83]>CN(C)C=O.C(OCC)(=O)C.[I-].[K+]>[OH2:3].[C:81]([OH:86])(=[O:85])[C:82]([OH:84])=[O:83].[CH2:58]([O:60][C:61](=[O:74])[NH:62][C:63]1[CH:68]=[CH:67][C:66]([O:69][CH2:70][CH2:71][CH2:72][N:48]2[CH2:47][CH2:46][CH:45]([C:43]([C:51]3[CH:52]=[CH:53][C:54]([F:57])=[CH:55][CH:56]=3)([C:40]3[CH:41]=[CH:42][C:37]([F:36])=[CH:38][CH:39]=3)[OH:44])[CH2:50][CH2:49]2)=[CH:65][CH:64]=1)[CH3:59] |f:0.1,4.5.6,10.11,12.13.14|. Procedure: This compound was prepared according to the procedure used to synthesize the compound of Example 1. A mixture of 3.0 g (0.01 mole) of α,α-bis(4-fluorophenyl)-4-piperidinemethanol, 2.6 (0.01 mole) of N-[4-(3-chloropropoxy) phenyl]carbamic acid ethyl ester, 5.3 g (0.05 mole) of anhydrous sodium carbonate and 0.3 g of potassium iodide in 100 ml of dimethylformamide heated in a steambath for 24 hr gave a gum as residue. The gum was converted to the oxalic acid salt in ethyl acetate and the solid was...